From a dataset of the Open Reaction Database (ORD), a public repository of structured organic reaction records. describe an organic reaction: reactants, conditions, products, and yield Starting materials: Brc1cccc2cc[nH]c12, O=C([O-])[O-], COCCOC, [Cl-], OB(O)c1ccccc1F, [Li+], [Na+], [Na+], O, c1ccc(P(c2ccccc2)(c2ccccc2)[Pd](P(c2ccccc2)(c2ccccc2)c2ccccc2)(P(c2ccccc2)(c2ccccc2)c2ccccc2)P(c2ccccc2)(c2ccccc2)c2ccccc2)cc1. Product: Fc1ccccc1-c1cccc2cc[nH]c12. As a reaction SMILES: [Br:11][c:12]1[cH:13][cH:14][cH:15][c:16]2[cH:17][cH:18][nH:19][c:20]12.[C:23](=[O:24])([O-:25])[O-:26].[CH3:107][O:108][CH2:109][CH2:110][O:111][CH3:112].[Cl-:21].[F:1][c:2]1[c:3]([B:8]([OH:9])[OH:10])[cH:4][cH:5][cH:6][cH:7]1.[Li+:22].[Na+:27].[Na+:28].[OH2:29].[cH:30]1[cH:31][cH:32][c:33]([P:34]([Pd:35]([P:36]([c:37]2[cH:38][cH:39][cH:40][cH:41][cH:42]2)([c:43]2[cH:44][cH:45][cH:46][cH:47][cH:48]2)[c:49]2[cH:50][cH:51][cH:52][cH:53][cH:54]2)([P:55]([c:56]2[cH:57][cH:58][cH:59][cH:60][cH:61]2)([c:62]2[cH:63][cH:64][cH:65][cH:66][cH:67]2)[c:68]2[cH:69][cH:70][cH:71][cH:72][cH:73]2)[P:74]([c:75]2[cH:76][cH:77][cH:78][cH:79][cH:80]2)([c:81]2[cH:82][cH:83][cH:84][cH:85][cH:86]2)[c:87]2[cH:88][cH:89][cH:90][cH:91][cH:92]2)([c:93]2[cH:94][cH:95][cH:96][cH:97][cH:98]2)[c:99]2[cH:100][cH:101][cH:102][cH:103][cH:104]2)[cH:105][cH:106]1>>[F:1][c:2]1[c:3](-[c:12]2[cH:13][cH:14][cH:15][c:16]3[cH:17][cH:18][nH:19][c:20]23)[cH:4][cH:5][cH:6][cH:7]1. Reported procedure: Methyl 4-chlorobenzoate (172 mg, 1.01 mmol) reacted with 2-methylphenylboronic acid (210 mg, 1.54 mmol) using 1/2 mol % of Pd(dba)2/Ph5FcP(t-Bu)2 and KF (190 mg, 3.39 mmol) in THF at 100° C. to give the title compound (209 mg, 92%) as a colorless oil: 1H-NMR (400 MHz, CDCl3): δ 8.13 (d, 2H, J=8.24 Hz), 7.44 (d, 2H, J=8.20 Hz), 7.33-7.25 (m, 4H), 3.98 (s, 3H), 2.30 (s, 3H). 13C{1H}-NMR (100 MHz, CDCl3): δ 166.98, 146.69, 140.79, 135.10, 130.44, 129.47, 129.36, 129.21, 128.53, 127.78, 125.85, 52.0... The solvent is C1CCOC1 (THF). The product is COC(=O)C1=CC=C(C=C1)C1=C(C=CC=C1)C (4-methyloxycarbonyl-2′-methyl-1,1′-biphenyl). Reaction SMILES: Cl[C:2]1[CH:11]=[CH:10][C:5]([C:6]([O:8][CH3:9])=[O:7])=[CH:4][CH:3]=1.[CH3:12][C:13]1[CH:18]=[CH:17][CH:16]=[CH:15][C:14]=1B(O)O.[F-].[K+]>C1COCC1>[CH3:9][O:8][C:6]([C:5]1[CH:10]=[CH:11][C:2]([C:14]2[CH:15]=[CH:16][CH:17]=[CH:18][C:13]=2[CH3:12])=[CH:3][CH:4]=1)=[O:7] |f:2.3|. The reactants are [F-].[K+] (KF), ClC1=CC=C(C(=O)OC)C=C1 (Methyl 4-chlorobenzoate), CC1=C(C=CC=C1)B(O)O (2-methylphenylboronic acid), Pd(dba)2 Ph5FcP(t-Bu)2. Isolated yield 91.5%. Starting materials: C(=O)(O)CCC1=C(NC(=C1C)C=O)C (3-(2-Carboxyethyl)-2,4-dimethyl-5-formylpyrrole), ClC=1C(=C2CC(NC2=CC1)=O)C (5-chloro-4-methyl-2-oxindole). The reagents and catalysts are N1CCCCC1 (piperidine). Run in C(C)O (ethanol). Product: ClC=1C(=C2C(C(NC2=CC1)=O)=CC1=C(C(=C(N1)C)CCC(=O)O)C)C (3-[5-(5-Chloro-4-methyl-2-oxo-1,2-dihydroindol-3-ylidenemethyl)-2,4-dimethyl-1H-pyrrol-3-yl]-propionic acid). Yield: 55.6%. Reaction SMILES: [C:1]([CH2:4][CH2:5][C:6]1[C:10]([CH3:11])=[C:9]([CH:12]=O)[NH:8][C:7]=1[CH3:14])([OH:3])=[O:2].[Cl:15][C:16]1[C:17]([CH3:26])=[C:18]2[C:22](=[CH:23][CH:24]=1)[NH:21][C:20](=[O:25])[CH2:19]2>N1CCCCC1.C(O)C>[Cl:15][C:16]1[C:17]([CH3:26])=[C:18]2[C:22](=[CH:23][CH:24]=1)[NH:21][C:20](=[O:25])[C:19]2=[CH:12][C:9]1[NH:8][C:7]([CH3:14])=[C:6]([CH2:5][CH2:4][C:1]([OH:3])=[O:2])[C:10]=1[CH3:11]. Reported procedure: 3-(2-Carboxyethyl)-2,4-dimethyl-5-formylpyrrole (98 mg), 91 mg 5-chloro-4-methyl-2-oxindole and 2 drops piperidine in 2 mL of ethanol were heated at 90° C. for 4 hours. The reaction mixture was cooled and concentrated. The residue was suspended in 6 N aqueous hydrochloric acid. The precipitate was filtered, washed with water to pH 6 and dried in a vacuum oven overnight to give 100 mg of the title compound. Starting materials: BrC=1C=CC2=C(C=C(CCS2(=O)=O)C(=O)NC2=CC=C(C=C2)CN(C2CCOCC2)C)C1 (7-bromo-N-[4-[[N-methyl-N-(tetrahydropyran-4-yl)amino]methyl]phenyl]-1,1-dioxo-2,3-dihydro-1-benzothiepine-4-carboxamide), C1(=CC=CC=C1)C.C(C)O.O (toluene ethanol water), B(OC1=CC=C(C=C1)OCCOCCCCCC)([O-])[O-] (4-(2-hexyloxyethoxy)phenyl borate), C([O-])([O-])=O.[K+].[K+] (potassium carbonate). Reagents/catalysts: C=1C=CC(=CC1)[P](C=2C=CC=CC2)(C=3C=CC=CC3)[Pd]([P](C=4C=CC=CC4)(C=5C=CC=CC5)C=6C=CC=CC6)([P](C=7C=CC=CC7)(C=8C=CC=CC8)C=9C=CC=CC9)[P](C=1C=CC=CC1)(C=1C=CC=CC1)C=1C=CC=CC1 (tetrakistriphenylphosphinepalladium). The solvent is O (water). Run at time 30 minute. The product is C(CCCCC)OCCOC1=CC=C(C=C1)C=1C=CC2=C(C=C(CCS2(=O)=O)C(=O)NC2=CC=C(C=C2)CN(C2CCOCC2)C)C1 (7-[4-(2-hexyloxyethoxy)phenyl]-N-[4-[[N-methyl-N-(tetrahydropyran-4-yl)amino]methyl]phenyl]-1,1-dioxo-2,3-dihydro-1-benzothiepine-4-carboxamide). The yield is 50.7%. Reaction SMILES: Br[C:2]1[CH:3]=[CH:4][C:5]2[S:11](=[O:13])(=[O:12])[CH2:10][CH2:9][C:8]([C:14]([NH:16][C:17]3[CH:22]=[CH:21][C:20]([CH2:23][N:24]([CH3:31])[CH:25]4[CH2:30][CH2:29][O:28][CH2:27][CH2:26]4)=[CH:19][CH:18]=3)=[O:15])=[CH:7][C:6]=2[CH:32]=1.C1(C)C=CC=CC=1.C(O)C.O.B([O-])([O-])O[C:46]1[CH:51]=[CH:50][C:49]([O:52][CH2:53][CH2:54][O:55][CH2:56][CH2:57][CH2:58][CH2:59][CH2:60][CH3:61])=[CH:48][CH:47]=1.C(=O)([O-])[O-].[K+].[K+]>C1C=CC([P]([Pd]([P](C2C=CC=CC=2)(C2C=CC=CC=2)C2C=CC=CC=2)([P](C2C=CC=CC=2)(C2C=CC=CC=2)C2C=CC=CC=2)[P](C2C=CC=CC=2)(C2C=CC=CC=2)C2C=CC=CC=2)(C2C=CC=CC=2)C2C=CC=CC=2)=CC=1.O>[CH2:56]([O:55][CH2:54][CH2:53][O:52][C:49]1[CH:48]=[CH:47][C:46]([C:2]2[CH:3]=[CH:4][C:5]3[S:11](=[O:12])(=[O:13])[CH2:10][CH2:9][C:8]([C:14]([NH:16][C:17]4[CH:18]=[CH:19][C:20]([CH2:23][N:24]([CH3:31])[CH:25]5[CH2:26][CH2:27][O:28][CH2:29][CH2:30]5)=[CH:21][CH:22]=4)=[O:15])=[CH:7][C:6]=3[CH:32]=2)=[CH:51][CH:50]=1)[CH2:57][CH2:58][CH2:59][CH2:60][CH3:61] |f:1.2.3,5.6.7,^1:73,75,94,113|. Procedure: To 7-bromo-N-[4-[[N-methyl-N-(tetrahydropyran-4-yl)amino]methyl]phenyl]-1,1-dioxo-2,3-dihydro-1-benzothiepine-4-carboxamide (310 mg) was added toluene/ethanol/water (10/1/1, 19.8 ml) and then were added 4-(2-hexyloxyethoxy)phenyl borate (190 mg) and potassium carbonate (181 mg), and the mixture was stirred at room temperature for 30 minutes. To the mixture was added tetrakistriphenylphosphinepalladium (28 mg), and the mixture was refluxed for 8 hours and cooled to room temperature. The mixture w...